Task: describe an organic reaction: reactants, conditions, products, and yield. Dataset: the Open Reaction Database (ORD), a public repository of structured organic reaction records The reactants are CC(C)N1CCN(Cc2cc(-c3ccccc3Cl)c3c(c2)N(c2c(Cl)cccc2Cl)C(=O)NC3)CC1C(=O)OC(C)(C)C, O, O=C(O)C(F)(F)F. The product is CC(C)(C)OC(=O)C1CN(Cc2cc(-c3ccccc3Cl)c3c(c2)N(c2c(Cl)cccc2Cl)C(=O)NC3)CCN1. As a reaction SMILES: [Cl:1][c:2]1[c:3](-[c:8]2[c:9]3[c:14]([cH:15][c:16]([CH2:18][N:19]4[CH2:20][CH:21]([C:28](=[O:29])[O:30][C:31]([CH3:32])([CH3:33])[CH3:34])[N:22]([CH:25]([CH3:26])[CH3:27])[CH2:23][CH2:24]4)[cH:17]2)[N:13]([c:35]2[c:36]([Cl:42])[cH:37][cH:38][cH:39][c:40]2[Cl:41])[C:12](=[O:43])[NH:11][CH2:10]3)[cH:4][cH:5][cH:6][cH:7]1.[OH2:44].[OH:45][C:46]([C:47]([F:48])([F:49])[F:50])=[O:51]>>[Cl:1][c:2]1[c:3](-[c:8]2[c:9]3[c:14]([cH:15][c:16]([CH2:18][N:19]4[CH2:20][CH:21]([C:28](=[O:29])[O:30][C:31]([CH3:32])([CH3:33])[CH3:34])[NH:22][CH2:23][CH2:24]4)[cH:17]2)[N:13]([c:35]2[c:36]([Cl:42])[cH:37][cH:38][cH:39][c:40]2[Cl:41])[C:12](=[O:43])[NH:11][CH2:10]3)[cH:4][cH:5][cH:6][cH:7]1. Starting materials: CC(=CC(=O)Cl)C (3,3-dimethylacryloyl chloride), C(C=C)(=O)N (acryloic acid amide), C(C=C)(=O)Cl (acryloyl chloride), Formula 2A, Formula 3. Product: N1C(CCC2=CC=CC=C12)=O (1,2,3,4-tetrahydro-quinolin-2-one), Formula 4. As a reaction SMILES: [C:1](Cl)(=[O:4])[CH:2]=[CH2:3].[CH3:6][C:7](C)=[CH:8]C(Cl)=O.[C:13]([NH2:17])(=O)[CH:14]=[CH2:15]>>[NH:17]1[C:13]2[C:6](=[CH:7][CH:8]=[CH:15][CH:14]=2)[CH2:3][CH2:2][C:1]1=[O:4]. Procedure details: An example for a compound in accordance with Formula 2 is 4-iso-propylaniline that serves as the starting material for the presently preferred compounds of the invention. The aniline derivative of Formula 2 is reacted with an acryloyl chloride derivative of Formula 2A in a basic solvent, such as pyridine, to provide the phenyl amide derivative of the acryloic acid of Formula 3. An example of the acryloyl chloride derivative of Formula 2A that is used for the synthesis of the presently preferred ... The solvent is O (water), [Cl-].[Na+] (sodium chloride). The yield is 81.3%. Yields the product C(C1=CC=CC=C1)N1CCC(CC1)C=1N(C=C(N1)C1=CC(=C(C=C1)F)Cl)CC (1-Benzyl-4-[4-(3-chloro-4-fluoro-phenyl)-1-ethyl-1H-imidazol-2-yl]-piperidine). Procedure details: Add dimethyl sulfoxide (0.3 M, 2.7 mL) to powdered potassium hydroxide (1.5 equiv, 1.217 mmoles; 68 mg). Add 1-Benzyl-4-[5-(3-chloro-4-fluoro-phenyl)-1H-imidazol-2-yl]-piperidine (300 mg, 1.00 equiv; 0.811 mmoles), dropwise add iodoethane (1.1 equiv, 0.892 mmoles; 71 μL) over 8 min. Stir the reaction for 60 minutes, then dilute with water (120 mL) plus saturated sodium chloride (25 mL) and extract four times with DCM. Wash the organic extracts with water, then saturated aqueous sodium chloride, ... The reactants are CS(=O)C (dimethyl sulfoxide), [OH-].[K+] (potassium hydroxide), C(C1=CC=CC=C1)N1CCC(CC1)C=1NC(=CN1)C1=CC(=C(C=C1)F)Cl (1-Benzyl-4-[5-(3-chloro-4-fluoro-phenyl)-1H-imidazol-2-yl]-piperidine), ICC (iodoethane). Reaction SMILES: CS(C)=O.[OH-].[K+].[CH2:7]([N:14]1[CH2:19][CH2:18][CH:17]([C:20]2[NH:21][C:22]([C:25]3[CH:30]=[CH:29][C:28]([F:31])=[C:27]([Cl:32])[CH:26]=3)=[CH:23][N:24]=2)[CH2:16][CH2:15]1)[C:8]1[CH:13]=[CH:12][CH:11]=[CH:10][CH:9]=1.I[CH2:34][CH3:35]>O.[Cl-].[Na+]>[CH2:7]([N:14]1[CH2:19][CH2:18][CH:17]([C:20]2[N:24]([CH2:34][CH3:35])[CH:23]=[C:22]([C:25]3[CH:30]=[CH:29][C:28]([F:31])=[C:27]([Cl:32])[CH:26]=3)[N:21]=2)[CH2:16][CH2:15]1)[C:8]1[CH:13]=[CH:12][CH:11]=[CH:10][CH:9]=1 |f:1.2,6.7|. Reactants: COC(=O)COc1ccc(SCC=C(c2ccc(F)cc2)c2ccc(F)cc2)cc1C, CCO, [Na+], [OH-]. The product is Cc1cc(SCC=C(c2ccc(F)cc2)c2ccc(F)cc2)ccc1OCC(=O)O. RXN SMILES: [CH3:1][O:2][C:3]([CH2:4][O:5][c:6]1[c:7]([CH3:30])[cH:8][c:9]([S:12][CH2:13][CH:14]=[C:15]([c:16]2[cH:17][cH:18][c:19]([F:22])[cH:20][cH:21]2)[c:23]2[cH:24][cH:25][c:26]([F:29])[cH:27][cH:28]2)[cH:10][cH:11]1)=[O:31].[CH3:34][CH2:35][OH:36].[Na+:33].[OH-:32]>>[O:2]=[C:3]([CH2:4][O:5][c:6]1[c:7]([CH3:30])[cH:8][c:9]([S:12][CH2:13][CH:14]=[C:15]([c:16]2[cH:17][cH:18][c:19]([F:22])[cH:20][cH:21]2)[c:23]2[cH:24][cH:25][c:26]([F:29])[cH:27][cH:28]2)[cH:10][cH:11]1)[OH:31]. The reactants are C(#N)C1=CC(=C(C=C1)C=1C=NN(C1O)C1=NC=C(C(=O)O)C=C1)C (6-(4-(4-cyano-2-methylphenyl)-5-hydroxy-1H-pyrazol-1-yl)nicotinic acid), C(C)N1[C@H](CNCC1)C ((S)-1-ethyl-2-methylpiperazine). Yields the product C(C)N1[C@H](CN(CC1)C(=O)C=1C=CC(=NC1)N1N=CC(=C1O)C1=C(C=C(C#N)C=C1)C)C ((S)-4-(1-(5-(4-ethyl-3-methylpiperazine-1-carbonyl)pyridin-2-yl)-5-hydroxy-1H-pyrazol-4-yl)-3-methylbenzonitrile). As a reaction SMILES: [C:1]([C:3]1[CH:8]=[CH:7][C:6]([C:9]2[CH:10]=[N:11][N:12]([C:15]3[CH:23]=[CH:22][C:18]([C:19](O)=[O:20])=[CH:17][N:16]=3)[C:13]=2[OH:14])=[C:5]([CH3:24])[CH:4]=1)#[N:2].[CH2:25]([N:27]1[CH2:32][CH2:31][NH:30][CH2:29][C@@H:28]1[CH3:33])[CH3:26]>>[CH2:25]([N:27]1[CH2:32][CH2:31][N:30]([C:19]([C:18]2[CH:22]=[CH:23][C:15]([N:12]3[C:13]([OH:14])=[C:9]([C:6]4[CH:7]=[CH:8][C:3]([C:1]#[N:2])=[CH:4][C:5]=4[CH3:24])[CH:10]=[N:11]3)=[N:16][CH:17]=2)=[O:20])[CH2:29][C@@H:28]1[CH3:33])[CH3:26]. Reported procedure: The title compound was prepared in a manner similar to Example 112 using 6-(4-(4-cyano-2-methylphenyl)-5-hydroxy-1H-pyrazol-1-yl)nicotinic acid and (S)-1-ethyl-2-methylpiperazine. 1H NMR (400 MHz, DMSO-d6) δ ppm 0.87-1.19 (m, 6H) 2.42 (s, 3H) 2.47 (br. s., 1H) 2.52-2.59 (m, 1H) 2.62-2.76 (m, 1H) 2.77-2.98 (m, 2H) 3.06 (d, J=10.61 Hz, 1H) 3.35 (br. s., 1H) 3.46-3.75 (m, 1H) 4.05 (br. s., 1H) 7.60 (dd, J=7.96, 1.64 Hz, 1H) 7.66 (d, J=1.26 Hz, 1H) 7.90 (d, J=8.34 Hz, 1H) 8.01 (dd, J=8.72, 2.15 Hz, ... The reactants are C(C)(=O)OC(C1([C@H]2SC=C(N2C1=O)C(=O)OCC1=CC=C(C=C1)[N+](=O)[O-])Br)C1=NN2C(COCC2)=C1 (4-nitrobenzyl (5R)-6-[(acetyloxy)(6,7-dihydro-4H-pyrazolo[5,1-c][1,4]oxazin-2-yl)methyl]-6-bromo-7-oxo-4-thia-1-azabicyclo[3.2.0]hept-2-ene-2-carboxylate), P(=O)([O-])([O-])[O-] (phosphate). Reagents/catalysts: [Pd] (Pd/C). The solvent is C1CCOC1 (THF). Run at time 3 hour. Yields the product N1=C(C=C2COCCN21)\C=C\2/[C@H]1SC=C(N1C2=O)C(=O)O ((5R,6Z)-6-(6,7-dihydro-4H-pyrazolo[5,1-c][1,4]oxazin-2-ylmethylene)-7-oxo-4-thia-1-azabicyclo[3.2.0]hept-2-ene-2-carboxylic acid). Isolated yield 49.1%. RXN SMILES: C(O[CH:5]([C:28]1[CH:36]=[C:31]2[CH2:32][O:33][CH2:34][CH2:35][N:30]2[N:29]=1)[C:6]1(Br)[C:12](=[O:13])[N:11]2[C@@H:7]1[S:8][CH:9]=[C:10]2[C:14]([O:16]CC1C=CC([N+]([O-])=O)=CC=1)=[O:15])(=O)C.P([O-])([O-])([O-])=O>C1COCC1.[Pd]>[N:29]1[N:30]2[C:31]([CH2:32][O:33][CH2:34][CH2:35]2)=[CH:36][C:28]=1/[CH:5]=[C:6]1\[C@@H:7]2[N:11]([C:12]\1=[O:13])[C:10]([C:14]([OH:16])=[O:15])=[CH:9][S:8]2. Reported procedure: To a solution of 4-nitrobenzyl (5R)-6-[(acetyloxy)(6,7-dihydro-4H-pyrazolo[5,1-c][1,4]oxazin-2-yl)methyl]-6-bromo-7-oxo-4-thia-1-azabicyclo[3.2.0]hept-2-ene-2-carboxylate (0.35 g, 0.6 mmol) in THF (20 ml), under nitrogen, was added 20 ml of a phosphate buffer solution (0.5M, pH 6.5), and 120 mg of 10% Pd/C. The mixture was hydrogenated at 40-50 psi for 3 hr, and then filtered through Celite. The filter pad was washed with THF, and the filtrate was extracted with ethyl acetate. The organic extrac... Reactants: O=C([O-])O, CC(C)(C)[O-], CS(C)=O, Cl, N#Cc1ccc(F)cc1, [K+], Nc1ccncc1, [Na+], O. The product is N#Cc1ccc(Nc2ccncc2)cc1. Reaction SMILES: [C:24](=[O:25])([O-:26])[OH:27].[CH3:1][C:2]([CH3:3])([O-:4])[CH3:5].[CH3:29][S:30](=[O:31])[CH3:32].[ClH:23].[F:14][c:15]1[cH:16][cH:17][c:18]([C:19]#[N:20])[cH:21][cH:22]1.[K+:6].[NH2:7][c:8]1[cH:9][cH:10][n:11][cH:12][cH:13]1.[Na+:28].[OH2:33]>>[NH:7]([c:8]1[cH:9][cH:10][n:11][cH:12][cH:13]1)[c:15]1[cH:16][cH:17][c:18]([C:19]#[N:20])[cH:21][cH:22]1.